Task: describe an organic reaction: reactants, conditions, products, and yield. Dataset: the Open Reaction Database (ORD), a public repository of structured organic reaction records Starting materials: C(#N)CC1=CN(C2=CC=CC=C12)N (3-cyanomethyl-1H-indol-1-amine), Cl.ClC1=CC=NC=C1 (4-chloropyridine hydrochloride). Run in C(C)(C)O (isopropanol). The product is C(#N)CC1=CN(C2=CC=CC=C12)NC1=CC=NC=C1 (3-Cyanomethyl-N-(4-pyridinyl)-1H-indol-1-amine). As a reaction SMILES: [C:1]([CH2:3][C:4]1[C:12]2[C:7](=[CH:8][CH:9]=[CH:10][CH:11]=2)[N:6]([NH2:13])[CH:5]=1)#[N:2].Cl.Cl[C:16]1[CH:21]=[CH:20][N:19]=[CH:18][CH:17]=1>C(O)(C)C>[C:1]([CH2:3][C:4]1[C:12]2[C:7](=[CH:8][CH:9]=[CH:10][CH:11]=2)[N:6]([NH:13][C:16]2[CH:21]=[CH:20][N:19]=[CH:18][CH:17]=2)[CH:5]=1)#[N:2] |f:1.2|. Reported procedure: The title compound was prepared from 3-cyanomethyl-1H-indol-1-amine and 4-chloropyridine hydrochloride in isopropanol at 90° C. for 6 hours in substantially the same manner as in Example 1, m.p. 80°-83° C. Starting materials: C(C)(C)(C)OC(=O)NC1C(CCCC1)C(=O)O ((1RS,2SR)-2-[(tert-butoxycarbonyl)amino]cyclohexanecarboxylic acid), C[Si](CCO)(C)C (2-(trimethylsilyl)ethanol), CCN=C=NCCCN(C)C (WSC). Conditions: time 60 hour. The product is C(C)(C)(C)OC(=O)NC1C(CCCC1)C(=O)OCC[Si](C)(C)C (2-(trimethylsilyl)ethyl(1RS,2SR)-2-[(tert-butoxycarbonyl)amino]cyclohexanecarboxylate). Reagents/catalysts: CN(C)C=1C=CN=CC1 (DMAP). The solvent is ClCCl (dichloromethane). Reaction SMILES: [C:1]([O:5][C:6]([NH:8][CH:9]1[CH2:14][CH2:13][CH2:12][CH2:11][CH:10]1[C:15]([OH:17])=[O:16])=[O:7])([CH3:4])([CH3:3])[CH3:2].[CH3:18][Si:19]([CH3:24])([CH3:23])[CH2:20][CH2:21]O.CCN=C=NCCCN(C)C>CN(C1C=CN=CC=1)C.ClCCl>[C:1]([O:5][C:6]([NH:8][CH:9]1[CH2:14][CH2:13][CH2:12][CH2:11][CH:10]1[C:15]([O:17][CH2:21][CH2:20][Si:19]([CH3:24])([CH3:23])[CH3:18])=[O:16])=[O:7])([CH3:4])([CH3:2])[CH3:3]. Procedure details: To a mixed liquid of 2.00 g of (1RS,2SR)-2-[(tert-butoxycarbonyl)amino]cyclohexanecarboxylic acid and 40 ml of dichloromethane were added 1.41 ml of 2-(trimethylsilyl)ethanol, 0.40 g of DMAP, and 2.21 g of WSC in this order, followed by stirring at room temperature for 60 hours. After evaporating the solvent, ethyl acetate was added thereto, followed by washing with water, a 5% aqueous citric acid solution, a saturated aqueous sodium hydrogen carbonate solution, and a saturated aqueous sodium ch... The reactants are C1(=CC=CC2=CC=CC=C12)NC(=O)N1C[C@H](NCC1)[C@H](C)NC1=NC=CC(=N1)N1C=NC2=C1C=CC=C2 ((S,S)-2-[1-(4-(N-Naphth-1-yl-carbamoyl)piperazine-2-yl)ethylamino]-4-[benzimidazol 1-yl ]pyrimidine), C(C)=O (acetaldehyde), C(#N)[BH3-].[Na+] (sodium cyanoborohydride). As a reaction SMILES: [C:1]1([NH:11][C:12]([N:14]2[CH2:19][CH2:18][NH:17][C@H:16]([C@@H:20]([NH:22][C:23]3[N:28]=[C:27]([N:29]4[C:33]5[CH:34]=[CH:35][CH:36]=[CH:37][C:32]=5[N:31]=[CH:30]4)[CH:26]=[CH:25][N:24]=3)[CH3:21])[CH2:15]2)=[O:13])[C:10]2[C:5](=[CH:6][CH:7]=[CH:8][CH:9]=2)[CH:4]=[CH:3][CH:2]=1.[CH:38](=O)[CH3:39].C([BH3-])#N.[Na+]>>[CH2:38]([N:17]1[CH2:18][CH2:19][N:14]([C:12](=[O:13])[NH:11][C:1]2[C:10]3[C:5](=[CH:6][CH:7]=[CH:8][CH:9]=3)[CH:4]=[CH:3][CH:2]=2)[CH2:15][C@H:16]1[C@@H:20]([NH:22][C:23]1[N:28]=[C:27]([N:29]2[C:33]3[CH:34]=[CH:35][CH:36]=[CH:37][C:32]=3[N:31]=[CH:30]2)[CH:26]=[CH:25][N:24]=1)[CH3:21])[CH3:39] |f:2.3|. Product: C(C)N1[C@@H](CN(CC1)C(NC1=CC=CC2=CC=CC=C12)=O)[C@H](C)NC1=NC=CC(=N1)N1C=NC2=C1C=CC=C2 ((S,S)-2-[1-(1-Ethyl-4-(N--naphth-1-yl-carbamoyl)piperazine-2-yl)-ethylamino]-4-[benzimidazol-1-yl]pyrimidine). Procedure details: The title compound was prepared from (S,S)-2-[1-(4-(N-naphth-1-yl-carbamoyl)-piperazin-2-yi)-ethylamino]-4-[benzimidazol-1-yl]pyrimidine (EXAMPLE 36, Step C; 9 mg), acetaldehyde (5 mg), and sodium cyanoborohydride (2.3 mg) according to the procedure described in Example 14, Step G. Mass spectrum (ESI) 521.5 (M+1). The reactants are FC1=C(N)C(=CC(=C1F)C)I (2,3-difluoro-6-iodo-4-methylaniline), ClC(Cl)(OC(OC(Cl)(Cl)Cl)=O)Cl (triphosgene). The solvent is O1CCOCC1 (dioxan). Reaction conditions: temperature 100 celsius. Yields the product FC1=C(C(=CC(=C1F)C)I)N=C=O (2,3-Difluoro-6-iodo-4-methylphenyl isocyanate). As a reaction SMILES: [F:1][C:2]1[C:8]([F:9])=[C:7]([CH3:10])[CH:6]=[C:5]([I:11])[C:3]=1[NH2:4].Cl[C:13](Cl)([O:15]C(=O)OC(Cl)(Cl)Cl)Cl>O1CCOCC1>[F:1][C:2]1[C:8]([F:9])=[C:7]([CH3:10])[CH:6]=[C:5]([I:11])[C:3]=1[N:4]=[C:13]=[O:15]. Procedure: A mixture of 2,3-difluoro-6-iodo-4-methylaniline D19 (330 mg, 1.2 mmol), triphosgene (150 mg, 0.5 mmol), and dioxan (5 ml) was heated at 100° C. for 15 min then cooled and evaporated to give the crude title compound used directly in the next step. Yields the product O=C(OCc1ccccc1)c1c(Cl)ccc(OCCN2CCOCC2)c1Cl. As a reaction SMILES: [CH3:36][O:37][C:38]([CH3:39])([CH3:40])[CH3:41].[CH3:42][CH2:43][O:44][C:45](=[O:46])[CH3:47].[Cl:1][c:2]1[c:3]([C:4](=[O:5])[O:6][CH2:7][c:8]2[cH:9][cH:10][cH:11][cH:12][cH:13]2)[c:14]([Cl:19])[cH:15][cH:16][c:17]1[OH:18].[Cl:22][CH2:23][CH2:24][N:25]1[CH2:26][CH2:27][O:28][CH2:29][CH2:30]1.[H-:20].[Na+:21].[O:31]=[CH:32][N:33]([CH3:34])[CH3:35]>>[Cl:1][c:2]1[c:3]([C:4](=[O:5])[O:6][CH2:7][c:8]2[cH:9][cH:10][cH:11][cH:12][cH:13]2)[c:14]([Cl:19])[cH:15][cH:16][c:17]1[O:18][CH2:23][CH2:24][N:25]1[CH2:26][CH2:27][O:28][CH2:29][CH2:30]1. Reactants: COC(C)(C)C, CCOC(C)=O, O=C(OCc1ccccc1)c1c(Cl)ccc(O)c1Cl, ClCCN1CCOCC1, [H-], [Na+], CN(C)C=O. The reactants are Cl.[Cl-].S1[S+]=NC=2C=CC=3C=CN=CC3C21 ([1,2,3]dithiazolo[4,5-h]isoquinoline-2-ium chloride hydrochloride), ice water, C (charcoal), S(O)(O)(=O)=O (sulfuric acid), N(=O)[O-].[Na+] (sodium nitrite). Run in O (water). Conditions: temperature 0 celsius, time 2 hour. The product is S1N=NC=2C=CC=3C=CN=CC3C21 ([1,2,3]thiadiazolo[4,5-h]isoquinoline). RXN SMILES: Cl.[Cl-].[S:3]1[C:15]2[C:14]3[CH:13]=[N:12][CH:11]=[CH:10][C:9]=3[CH:8]=[CH:7][C:6]=2[N:5]=[S+]1.S(=O)(=O)(O)O.[N:21]([O-])=O.[Na+].C>O>[S:3]1[C:15]2[C:14]3[CH:13]=[N:12][CH:11]=[CH:10][C:9]=3[CH:8]=[CH:7][C:6]=2[N:5]=[N:21]1 |f:0.1.2,4.5|. Procedure details: A solution of 2.4 g. (0.009 mole) of the above hydrochloride in 50 ml. of 50% aqueous sulfuric acid was cooled to 0° C. and treated with a solution of 0.97 g. (0.014 mole) of sodium nitrite in 10 ml. of water. The mixture was stirred at 0° C. for two hours, poured into ice water, treated with charcoal, filtered, basified with ammonium hydroxide and extracted with ether. The combined ether extracts were dried, treated with charcoal, filtered and partly concentrated to yield [1,2,3]thiadiazolo[4,5...